Task: describe an organic reaction: reactants, conditions, products, and yield. Dataset: the Open Reaction Database (ORD), a public repository of structured organic reaction records Reactants: O=C(O)C=Cc1ccccc1Cl, CC(F)(F)CCCCn1ccc(N)n1. The product is CC(F)(F)CCCCn1ccc(NC(=O)C=Cc2ccccc2Cl)n1. Reaction SMILES: [Cl:15][c:16]1[c:17]([CH:22]=[CH:23][C:24](=[O:25])[OH:26])[cH:18][cH:19][cH:20][cH:21]1.[F:1][C:2]([CH2:3][CH2:4][CH2:5][CH2:6][n:7]1[n:8][c:9]([NH2:12])[cH:10][cH:11]1)([CH3:13])[F:14]>>[F:1][C:2]([CH2:3][CH2:4][CH2:5][CH2:6][n:7]1[n:8][c:9]([NH:12][C:24]([CH:23]=[CH:22][c:17]2[c:16]([Cl:15])[cH:21][cH:20][cH:19][cH:18]2)=[O:25])[cH:10][cH:11]1)([CH3:13])[F:14]. Starting materials: NC1=NC=C(C=N1)I (2-amino-5-iodopyrimidine), C[Si](C)(C)C#C (trimethylsilylacetylene). Product: C[Si](C)(C)C#CC=1C=NC(=NC1)N (5-Trimethylsilanylethynyl-pyrimidin-2-ylamine). Isolated yield 72.6%. Reaction SMILES: [NH2:1][C:2]1[N:7]=[CH:6][C:5](I)=[CH:4][N:3]=1.[CH3:9][Si:10]([C:13]#[CH:14])([CH3:12])[CH3:11]>>[CH3:9][Si:10]([C:13]#[C:14][C:5]1[CH:4]=[N:3][C:2]([NH2:1])=[N:7][CH:6]=1)([CH3:12])[CH3:11]. Procedure details: Prepared from commercially available 2-amino-5-iodopyrimidine (60 g, 271 mmol) and trimethylsilylacetylene (49 mL, 354 mmol) as described in example D.1 method 1 step 1. Obtained the title compound as a light brown solid (37.66 g, 73%). MS (ISP) 192 [(M+H)+]. Reactants: Cc1ccc(N(CC(=O)O)S(=O)(=O)c2ccc(C(C)(C)C)cc2)cc1, CCNCCC#N. The product is CCN(CCC#N)C(=O)CN(c1ccc(C)cc1)S(=O)(=O)c1ccc(C(C)(C)C)cc1. Reaction SMILES: [C:1]([CH3:2])([CH3:3])([CH3:4])[c:5]1[cH:6][cH:7][c:8]([S:11](=[O:12])(=[O:13])[N:14]([c:15]2[cH:16][cH:17][c:18]([CH3:21])[cH:19][cH:20]2)[CH2:22][C:23](=[O:24])[OH:25])[cH:9][cH:10]1.[CH2:26]([CH3:27])[NH:28][CH2:29][CH2:30][C:31]#[N:32]>>[C:1]([CH3:2])([CH3:3])([CH3:4])[c:5]1[cH:6][cH:7][c:8]([S:11](=[O:12])(=[O:13])[N:14]([c:15]2[cH:16][cH:17][c:18]([CH3:21])[cH:19][cH:20]2)[CH2:22][C:23](=[O:25])[N:28]([CH2:26][CH3:27])[CH2:29][CH2:30][C:31]#[N:32])[cH:9][cH:10]1. The reactants are C(=O)(N1C=NC=C1)N1C=NC=C1 (1,1'- Carbonyldiimidazole), NC1=C(C=CC(=C1)I)N (2-amino-4-iodophenylamine). Solvent: O1CCCC1 (tetrahydrofuran). Run at time 18 hour. The product is IC1=CC2=C(NC(N2)=O)C=C1 (5-iodo-1,3-dihydro-2H-1,3-benzimidazol-2-one). Yield: 95.5%. Reaction SMILES: [C:1](N1C=CN=C1)(N1C=CN=C1)=[O:2].[NH2:13][C:14]1[CH:19]=[C:18]([I:20])[CH:17]=[CH:16][C:15]=1[NH2:21]>O1CCCC1>[I:20][C:18]1[CH:17]=[CH:16][C:15]2[NH:21][C:1](=[O:2])[NH:13][C:14]=2[CH:19]=1. Procedure details: 1,1'- Carbonyldiimidazole (13.6 g) was added to a solution of 2-amino-4-iodophenylamine (13.2 g) [see Makromol. Chem. (1993), 194(3), 859-868] in tetrahydrofuran (100 ml). The reaction mixture was stirred for 18 hours at room temperature, after which time the solvent was removed under reduced pressure, and the residue partitioned between 1N aqueous sodium hydroxide and diethyl ether. The aqueous was acidified with concentrated aqueous hydrochloric acid, and the resulting white precipitate filter... Starting materials: O=C([O-])[O-], CCO, ClCCl, [Cs+], [Cs+], C[Si](C)(C)C#Cc1cccc(-c2ccccc2)c1. Product: C#Cc1cccc(-c2ccccc2)c1. RXN SMILES: [C:19](=[O:20])([O-:21])[O-:22].[CH3:25][CH2:26][OH:27].[Cl:28][CH2:29][Cl:30].[Cs+:23].[Cs+:24].[c:1]1(-[c:13]2[cH:14][cH:15][cH:16][cH:17][cH:18]2)[cH:2][c:3]([C:7]#[C:8][Si:9]([CH3:10])([CH3:11])[CH3:12])[cH:4][cH:5][cH:6]1>>[c:1]1(-[c:13]2[cH:14][cH:15][cH:16][cH:17][cH:18]2)[cH:2][c:3]([C:7]#[CH:8])[cH:4][cH:5][cH:6]1. Starting materials: CCOC(C)=O, Cc1cc(I)cc2c(=O)oc(-c3cc(C(F)(F)F)nn3-c3ncccc3Cl)nc12, N#C[Cu], [Cu]I, C1CCOC1. Yields the product Cc1cc(C#N)cc2c(=O)oc(-c3cc(C(F)(F)F)nn3-c3ncccc3Cl)nc12. RXN SMILES: [CH3:38][CH2:39][O:40][C:41](=[O:42])[CH3:43].[Cl:1][c:2]1[c:3](-[n:8]2[n:9][c:10]([C:26]([F:27])([F:28])[F:29])[cH:11][c:12]2-[c:13]2[n:14][c:15]3[c:16]([c:17](=[O:19])[o:18]2)[cH:20][c:21]([I:25])[cH:22][c:23]3[CH3:24])[n:4][cH:5][cH:6][cH:7]1.[Cu:30][C:31]#[N:32].[Cu:44][I:45].[O:33]1[CH2:34][CH2:35][CH2:36][CH2:37]1>>[Cl:1][c:2]1[c:3](-[n:8]2[n:9][c:10]([C:26]([F:27])([F:28])[F:29])[cH:11][c:12]2-[c:13]2[n:14][c:15]3[c:16]([c:17](=[O:19])[o:18]2)[cH:20][c:21]([C:31]#[N:32])[cH:22][c:23]3[CH3:24])[n:4][cH:5][cH:6][cH:7]1. Reactants: CC1(c2ccc3c(Br)c(OC4CCC(C(C)(C)C)CC4)ccc3c2)COC(=O)N1, O=C([O-])[O-], ClCCl, [Cs+], [Cs+], C1CCOC1, O. Yields the product CC1(c2ccc3c(C4CC4)c(OC4CCC(C(C)(C)C)CC4)ccc3c2)COC(=O)N1. RXN SMILES: [Br:1][c:2]1[c:3]2[cH:4][cH:5][c:6]([C:23]3([CH3:29])[NH:24][C:25](=[O:28])[O:26][CH2:27]3)[cH:7][c:8]2[cH:9][cH:10][c:11]1[O:12][CH:13]1[CH2:14][CH2:15][CH:16]([C:19]([CH3:20])([CH3:21])[CH3:22])[CH2:17][CH2:18]1.[C:33](=[O:34])([O-:35])[O-:36].[Cl:30][CH2:31][Cl:32].[Cs+:37].[Cs+:38].[O:39]1[CH2:40][CH2:41][CH2:42][CH2:43]1.[OH2:44]>>[c:2]1([CH:41]2[CH2:42][CH2:43]2)[c:3]2[cH:4][cH:5][c:6]([C:23]3([CH3:29])[NH:24][C:25](=[O:28])[O:26][CH2:27]3)[cH:7][c:8]2[cH:9][cH:10][c:11]1[O:12][CH:13]1[CH2:14][CH2:15][CH:16]([C:19]([CH3:20])([CH3:21])[CH3:22])[CH2:17][CH2:18]1. Starting materials: [H-], Nc1nc(Cl)nc2c1ncn2Cc1ccccc1, [Na+], CN(C)C=O, SCc1ccccc1. The product is Nc1nc(SCc2ccccc2)nc2c1ncn2Cc1ccccc1. Reaction SMILES: [H-:1].[NH2:11][c:12]1[c:13]2[n:14][cH:15][n:16]([CH2:22][c:23]3[cH:24][cH:25][cH:26][cH:27][cH:28]3)[c:17]2[n:18][c:19]([Cl:21])[n:20]1.[Na+:2].[O:29]=[CH:30][N:31]([CH3:32])[CH3:33].[c:3]1([CH2:9][SH:10])[cH:4][cH:5][cH:6][cH:7][cH:8]1>>[c:3]1([CH2:9][S:10][c:19]2[n:18][c:17]3[c:13]([c:12]([NH2:11])[n:20]2)[n:14][cH:15][n:16]3[CH2:22][c:23]2[cH:24][cH:25][cH:26][cH:27][cH:28]2)[cH:4][cH:5][cH:6][cH:7][cH:8]1. RXN SMILES: [C:27](=[O:28])([O-:29])[O-:30].[CH2:33]([CH2:34][O:35][CH3:36])[O:37][CH3:38].[CH3:16][O:17][C:18](=[O:19])[CH2:20][CH2:21][CH2:22][C:23]#[C:24][CH2:25][I:26].[CH3:1][Si:2]([N:3]1[C:4](=[O:13])[CH2:5][CH2:6][CH:7]1[CH2:8][O:9][C:10]([CH3:11])=[O:12])([CH3:14])[CH3:15].[CH3:39][OH:40].[K+:31].[K+:32]>>[N:3]1([CH2:25][C:24]#[C:23][CH2:22][CH2:21][CH2:20][C:18]([O:17][CH3:16])=[O:19])[C:4](=[O:13])[CH2:5][CH2:6][CH:7]1[CH2:8][O:9][C:10]([CH3:11])=[O:12]. Yields the product COC(=O)CCCC#CCN1C(=O)CCC1COC(C)=O. Reactants: O=C([O-])[O-], COCCOC, COC(=O)CCCC#CCI, CC(=O)OCC1CCC(=O)N1[Si](C)(C)C, CO, [K+], [K+].